This data is from the Open Reaction Database (ORD), a public repository of structured organic reaction records. The task is: describe an organic reaction: reactants, conditions, products, and yield Reactants: CC1=CC=C(C=C1)C1=C(C=NO1)C(=O)Cl (5-(4-methylphenyl)isoxazole-4-carbonyl chloride), C1NCCC2=CC=CC=C12 (1,2,3,4-tetrahydroisoquinoline). The solvent is ClCCl (dichloromethane). Conditions: time 1 hour. Yields the product CC1=CC=C(C=C1)C1=C(C=NO1)C(=O)N1CC2=CC=CC=C2CC1 (2-{[5-(4-Methylphenyl)isoxazol-4-yl]carbonyl}-1,2,3,4-tetrahydroisoquinoline). As a reaction SMILES: [CH3:1][C:2]1[CH:7]=[CH:6][C:5]([C:8]2[O:12][N:11]=[CH:10][C:9]=2[C:13](Cl)=[O:14])=[CH:4][CH:3]=1.[CH2:16]1[C:25]2[C:20](=[CH:21][CH:22]=[CH:23][CH:24]=2)[CH2:19][CH2:18][NH:17]1>ClCCl>[CH3:1][C:2]1[CH:7]=[CH:6][C:5]([C:8]2[O:12][N:11]=[CH:10][C:9]=2[C:13]([N:17]2[CH2:18][CH2:19][C:20]3[C:25](=[CH:24][CH:23]=[CH:22][CH:21]=3)[CH2:16]2)=[O:14])=[CH:4][CH:3]=1. Procedure: To 5-(4-methylphenyl)isoxazole-4-carbonyl chloride (10 mg, 0.045 mmol) in dichloromethane (1 mL) was added 1,2,3,4-tetrahydroisoquinoline (6.6 mg, 0.050 mmol, 1.1 eq), and the reaction mixture was stirred for 1 h. The solvent was removed, and the residue was purified by preparative reverse-phase HPLC to give the title compound. HRMS (ESI, pos. ion) m/z calcd for C20H18N2O2: 318.1368, found 318.1377. Starting materials: CC1CC(=O)O1, NCCN, O. Product: CC(O)CC(=O)NCCN. RXN SMILES: [C:5]1(=[O:10])[CH2:6][CH:7]([CH3:8])[O:9]1.[NH2:1][CH2:2][CH2:3][NH2:4].[OH2:11]>>[NH:1]([CH2:2][CH2:3][NH2:4])[C:5]([CH2:6][CH:7]([CH3:8])[OH:9])=[O:10]. Starting materials: C1CO1 (ethylene oxide), C(CCC)[Li] (n-butyllithium), cyclohexanes, C1(=CC=CC=C1)S(=O)(=O)C(C)C (isopropyl phenyl sulphone). The solvent is O1CCCC1 (tetrahydrofuran). Run at temperature -40 celsius, time 30 minute. Product: C1(=CC=CC=C1)S(=O)(=O)C(CCO)(C)C (3-Benzenesulfonyl-3-methyl-butan-1-ol). Isolated yield 99.0%. Reaction SMILES: C([Li])CCC.[C:6]1([S:12]([CH:15]([CH3:17])[CH3:16])(=[O:14])=[O:13])[CH:11]=[CH:10][CH:9]=[CH:8][CH:7]=1.[CH2:18]1[O:20][CH2:19]1>O1CCCC1>[C:6]1([S:12]([C:15]([CH3:17])([CH3:16])[CH2:19][CH2:18][OH:20])(=[O:14])=[O:13])[CH:11]=[CH:10][CH:9]=[CH:8][CH:7]=1. Procedure: A solution of n-butyllithium in cyclohexanes (1.8M, 35.1 ml; 63.18 mmol) was added dropwise to a stirred solution of isopropyl phenyl sulphone (9.95 g, 54 mmol) in tetrahydrofuran (100 ml) keeping the temperature of the mixture below −60° C. The mixture was stirred for 30 min. and ethylene oxide was passed through the reaction mixture for 10 min. The mixture was warmed up to −40° C. for 30 min., then quenched with sat. aqueous NH4Cl and extracted into ethyl acetate. The combined organic extracts... The reactants are BrCC(C)=O (Bromoacetone), C([O-])([O-])=O.[K+].[K+] (potassium carbonate), FC1=C(C=CC(=C1)[N+](=O)[O-])N1CCNCC1 (1-(2-fluoro-4-nitrophenyl)piperazine). The solvent is CC(=O)C (acetone). Run at time 18 hour. Product: FC1=C(C=CC(=C1)[N+](=O)[O-])N1CCN(CC1)CC(C)=O (1-[4-(2-fluoro-4-nitrophenyl)piperazin-1-yl]propan-2-one). The yield is 83.0%. RXN SMILES: Br[CH2:2][C:3](=[O:5])[CH3:4].C(=O)([O-])[O-].[K+].[K+].[F:12][C:13]1[CH:18]=[C:17]([N+:19]([O-:21])=[O:20])[CH:16]=[CH:15][C:14]=1[N:22]1[CH2:27][CH2:26][NH:25][CH2:24][CH2:23]1>CC(C)=O>[F:12][C:13]1[CH:18]=[C:17]([N+:19]([O-:21])=[O:20])[CH:16]=[CH:15][C:14]=1[N:22]1[CH2:27][CH2:26][N:25]([CH2:2][C:3](=[O:5])[CH3:4])[CH2:24][CH2:23]1 |f:1.2.3|. Reported procedure: Bromoacetone (0.336 ml, 4.00 mmol) and potassium carbonate (1.38 g, 10.00 mmol) were added to a solution of 1-(2-fluoro-4-nitrophenyl)piperazine (compound of Reference Example 52; 0.390 g, 2.00 mmol) in acetone (10 ml) under ice cooling, and the mixture was stirred at room temperature for 18 hours. The residue obtained by evaporation of the solvent under reduced pressure was washed with water to give the title compound (0.467 g, 83%) as a yellow solid. Reactants: BrBr (bromine), FC1=C(CN2C(=C(C(C=C2C)=O)C(=O)OCC)C)C(=CC=C1)F (1-(2,6-Difluorobenzyl)-2,6-dimethyl-3-ethoxycarbonyl-4-pyridone), ice water. Solvent: C(C)(=O)O (acetic acid). Run at time 8 hour. Product: FC1=C(CN2C(=C(C(C(=C2C)C(=O)OCC)=O)Br)C)C(=CC=C1)F (1-(2,6-Difluorobenzyl)-2,6-dimethyl-3-bromo-5-ethoxycarbonyl-4-pyridone). Isolated yield 43.4%. RXN SMILES: [F:1][C:2]1[CH:22]=[CH:21][CH:20]=[C:19]([F:23])[C:3]=1[CH2:4][N:5]1[C:10]([CH3:11])=[CH:9][C:8](=[O:12])[C:7]([C:13]([O:15][CH2:16][CH3:17])=[O:14])=[C:6]1[CH3:18].[Br:24]Br>C(O)(=O)C>[F:1][C:2]1[CH:22]=[CH:21][CH:20]=[C:19]([F:23])[C:3]=1[CH2:4][N:5]1[C:6]([CH3:18])=[C:7]([C:13]([O:15][CH2:16][CH3:17])=[O:14])[C:8](=[O:12])[C:9]([Br:24])=[C:10]1[CH3:11]. Procedure: 1-(2,6-Difluorobenzyl)-2,6-dimethyl-3-ethoxycarbonyl-4-pyridone (2.43 g, 7.6 mmol) was dissolved in glacial acetic acid (25 mL) and treated with bromine (490 μL, 9.5 mmol). The resulting mixture was stirred at room temperature for 8 hours and poured into ice/water. The product was extracted with dichloromethane, and the extracts were washed with 10% aqueous NaHCO3, 5% aqueous Na2S2O3 and brine. The organics were dried over anhydrous MgSO4, filtered and evaporated in vacuo. The residue was tritur... The reactants are N1N=CC=2C1=NC=CC2 (1H-pyrazolo[3,4-b]pyridine), ClN1C(CCC1=O)=O (N-chlorosuccinimide). The solvent is C(Cl)Cl (CH2Cl2). Run at temperature 45 celsius. The product is ClC1=NNC2=NC=CC=C21 (3-chloro-1H-pyrazolo[3,4-b]pyridine). Reaction SMILES: [NH:1]1[C:5]2=[N:6][CH:7]=[CH:8][CH:9]=[C:4]2[CH:3]=[N:2]1.[Cl:10]N1C(=O)CCC1=O>C(Cl)Cl>[Cl:10][C:3]1[C:4]2[C:5](=[N:6][CH:7]=[CH:8][CH:9]=2)[NH:1][N:2]=1. Procedure details: 1H-pyrazolo[3,4-b]pyridine (89 mg) and N-chlorosuccinimide (220 mg) were combined in CH2Cl2 (4 mL) and heated at 45° C. for 16 hr, then cooled to room temperature. The resultant mixture was purified by flash chromatography (silica gel, 50% hexane/ethyl acetate) to afford 3-chloro-1H-pyrazolo[3,4-b]pyridine. The reactants are C(C1=CC=CC=C1)C1C(CCCC1)=O (2-benzylcyclohexan-1-one), COC(=O)NN (N-methoxycarbonyl hydrazine). Solvent: C(C)O (ethanol). Reaction conditions: time 2 hour. Yields the product COC(=O)NN=C1C(CCCC1)CC1=CC=CC=C1 (N-(methoxycarbonyl)-N'-(2-benzylcyclohexylidene)-hydrazine). The yield is 69.9%. Reaction SMILES: [CH2:1]([CH:8]1[CH2:13][CH2:12][CH2:11][CH2:10][C:9]1=O)[C:2]1[CH:7]=[CH:6][CH:5]=[CH:4][CH:3]=1.[CH3:15][O:16][C:17]([NH:19][NH2:20])=[O:18]>C(O)C>[CH3:15][O:16][C:17]([NH:19][N:20]=[C:9]1[CH2:10][CH2:11][CH2:12][CH2:13][CH:8]1[CH2:1][C:2]1[CH:3]=[CH:4][CH:5]=[CH:6][CH:7]=1)=[O:18]. Procedure: 18.83 g (0.1 mole) of 2-benzylcyclohexan-1-one and 9.0 g (0.1 mole) of N-methoxycarbonyl hydrazine are dissolved in 100 cm3 of anhydrous ethanol, and the solution is boiled for 2 hours. Then it is cooled, and the separated crystals are filtered off. 18.2 g (96.9%) of the named compound are obtained.